This data is from the Open Reaction Database (ORD), a public repository of structured organic reaction records. The task is: describe an organic reaction: reactants, conditions, products, and yield The product is C(C)(C)OC=1C=C(C#N)C=C(C1)C(F)(F)F (3-isopropoxy-5-(trifluoromethyl)benzonitrile). Yield: 131.3%. Run at temperature 27.5 celsius, time 2 hour. RXN SMILES: [CH3:1][CH:2]([OH:4])[CH3:3].[H-].[Na+].F[C:8]1[CH:9]=[C:10]([CH:13]=[C:14]([C:16]([F:19])([F:18])[F:17])[CH:15]=1)[C:11]#[N:12]>CN(C=O)C>[CH:2]([O:4][C:8]1[CH:9]=[C:10]([CH:13]=[C:14]([C:16]([F:17])([F:19])[F:18])[CH:15]=1)[C:11]#[N:12])([CH3:3])[CH3:1] |f:1.2|. The solvent is CN(C)C=O (DMF). Starting materials: [H-].[Na+] (NaH), CC(C)O (propan-2-ol), FC=1C=C(C#N)C=C(C1)C(F)(F)F (3-fluoro-5-(trifluoromethyl)benzonitrile). Procedure: To a mixture of propan-2-ol (102.96 g 1.76 moles) in DMF (3200 mL, 8 V) at 5° C. was added NaH (122 g, 5.08 moles). The mixture was stirred for 2 hours. To this mixture 3-fluoro-5-(trifluoromethyl)benzonitrile (400, 2.1 moles) was added dropwise. The temperature of the mass was increased to 25 to 30° C. and maintained at same temperature for 1 hour. Reaction was monitored by HPLC. After completion, the reaction mixture was quenched with ice cold water and extracted with ethyl acetate. The ethyl ... Reactants: C1(=CC=CC=C1)C#C (phenyl acetylene), BrC1=C2/C(/C(NC2=CC=C1)=O)=C/C=1NC=CC1OC ((Z)-4-bromo-1,3-dihydro-3-[(3-methoxy-1H-pyrrol-2-yl)methylene]-2H-indol-2-one), BrC1=C2/C(/C(NC2=CC=C1)=O)=C/C=1NC=CC1OC ((Z)-4-bromo-1,3-dihydro-3-[(3-methoxy-1H-pyrrol-2-yl)methylene]-2H-indol-2-one). The reagents and catalysts are [Cu]I (CuI). The solvent is CN(C)C=O (DMF), CCN(CC)CC (Et3N). The product is C1(=CC=CC=C1)C#CC1=C2/C(/C(NC2=CC=C1)=O)=C/C=1NC=CC1OC ((Z)-1,3-dihydro-4-(phenylethynyl)-3-[(3-methoxy-1H-pyrrol-2-yl)methylene]-2H-indol-2-one). As a reaction SMILES: [C:1]1([C:7]#[CH:8])[CH:6]=[CH:5][CH:4]=[CH:3][CH:2]=1.Br[C:10]1[CH:18]=[CH:17][CH:16]=[C:15]2[C:11]=1/[C:12](=[CH:20]/[C:21]1[NH:22][CH:23]=[CH:24][C:25]=1[O:26][CH3:27])/[C:13](=[O:19])[NH:14]2>[Cu]I.CN(C=O)C.CCN(CC)CC>[C:1]1([C:7]#[C:8][C:10]2[CH:18]=[CH:17][CH:16]=[C:15]3[C:11]=2/[C:12](=[CH:20]/[C:21]2[NH:22][CH:23]=[CH:24][C:25]=2[O:26][CH3:27])/[C:13](=[O:19])[NH:14]3)[CH:6]=[CH:5][CH:4]=[CH:3][CH:2]=1. Procedure details: Using general Method D above, phenyl acetylene (32 mg, 0.31 mmol) (Aldrich) was coupled with (Z)-4-bromo-1,3-dihydro-3-[(3-methoxy-1H-pyrrol-2-yl)methylene]-2H-indol-2-one (50 mg, 0.16 mmol) (Starting Material 1) using DPPFPdCl2 (6.5 mg) (Aldrich) and CuI (1.5 mg) (Aldrich) as catalyst in DMF (2 mL) and Et3N (3 mL) as solvent at 85° C. for 18 h, to yield (Z)-1,3-dihydro-4-(phenylethynyl)-3-[(3-methoxy-1H-pyrrol-2-yl)methylene]-2H-indol-2-one. (Yield 20 mg, 37%) Reactants: CC1=C(C=CC(=C1)C)N1CCN(CC1)C(=O)C1=C(C=C(C=C1)N1S(CCC1)(=O)=O)O ([4-(2,4-dimethylphenyl)piperazin-1-yl][4-(1,1-dioxo-1λ6-isothiazolidin-2-yl)-2-hydroxyphenyl]methanone), CC(CC)=O (2-butanone), C(C)(C)(C)OC(NCCCBr)=O ((3-bromopropyl)carbamic acid tert-butyl ester), C([O-])([O-])=O.[Cs+].[Cs+] (cesium carbonate). Solvent: O (Water). The product is C(C)(C)(C)OC(NCCCOC1=C(C=CC(=C1)N1S(CCC1)(=O)=O)C(=O)N1CCN(CC1)C1=C(C=C(C=C1)C)C)=O ((3-{2-[4-(2,4-dimethylphenyl)piperazine-1-carbonyl]-5-(1,1-dioxo-1λ6-isothiazolidin-2-yl)phenoxy}propyl)carbamic acid tert-butyl ester). Yield: 67.1%. Reaction SMILES: [CH3:1][C:2]1[CH:7]=[C:6]([CH3:8])[CH:5]=[CH:4][C:3]=1[N:9]1[CH2:14][CH2:13][N:12]([C:15]([C:17]2[CH:22]=[CH:21][C:20]([N:23]3[CH2:27][CH2:26][CH2:25][S:24]3(=[O:29])=[O:28])=[CH:19][C:18]=2[OH:30])=[O:16])[CH2:11][CH2:10]1.[C:31]([O:35][C:36](=[O:42])[NH:37][CH2:38][CH2:39][CH2:40]Br)([CH3:34])([CH3:33])[CH3:32].C(=O)([O-])[O-].[Cs+].[Cs+].CC(=O)CC>O>[C:31]([O:35][C:36](=[O:42])[NH:37][CH2:38][CH2:39][CH2:40][O:30][C:18]1[CH:19]=[C:20]([N:23]2[CH2:27][CH2:26][CH2:25][S:24]2(=[O:29])=[O:28])[CH:21]=[CH:22][C:17]=1[C:15]([N:12]1[CH2:11][CH2:10][N:9]([C:3]2[CH:4]=[CH:5][C:6]([CH3:8])=[CH:7][C:2]=2[CH3:1])[CH2:14][CH2:13]1)=[O:16])([CH3:34])([CH3:33])[CH3:32] |f:2.3.4|. Procedure: To a mixture of [4-(2,4-dimethylphenyl)piperazin-1-yl][4-(1,1-dioxo-1λ6-isothiazolidin-2-yl)-2-hydroxyphenyl]methanone (241 mg) described in Example 124, (3-bromopropyl)carbamic acid tert-butyl ester (200 mg) and cesium carbonate (548 mg) was added 2-butanone (4 mL), and the mixture was stirred with heating under reflux for 4 hr. Water was added to the reaction mixture, the mixture was extracted with ethyl acetate, and the solvent was evaporated. The obtained residue was purified by column chrom... The reactants are C(C)(=O)OC(C)(C)C (tert-butyl acetate), COC(=O)C1=NC=C(N=C1)NC(C(C)(C)C)=O (5-(2,2-dimethyl-propionylamino)-pyrazine-2-carboxylic acid methyl ester), C[Si](C)(C)[N-][Si](C)(C)C.[Li+] (lithium bis(trimethylsilyl)amide). Solvent: C1CCOC1 (THF), C1CCOC1 (THF). Conditions: temperature -20 celsius, time 40 minute. The product is C(C)(C)(C)OC(CC(=O)C1=NC=C(N=C1)NC(C(C)(C)C)=O)=O (3-[5-(2,2-dimethylpropionylamino)-pyrazin-2-yl]-3-oxo-propionic acid-tert-butyl ester). As a reaction SMILES: [C:1]([O:4][C:5]([CH3:8])([CH3:7])[CH3:6])(=[O:3])[CH3:2].C[O:10][C:11]([C:13]1[CH:18]=[N:17][C:16]([NH:19][C:20](=[O:25])[C:21]([CH3:24])([CH3:23])[CH3:22])=[CH:15][N:14]=1)=O.C[Si]([N-][Si](C)(C)C)(C)C.[Li+]>C1COCC1>[C:5]([O:4][C:1](=[O:3])[CH2:2][C:11]([C:13]1[CH:18]=[N:17][C:16]([NH:19][C:20](=[O:25])[C:21]([CH3:23])([CH3:22])[CH3:24])=[CH:15][N:14]=1)=[O:10])([CH3:8])([CH3:7])[CH3:6] |f:2.3|. Procedure: A 3-necked 1-L round bottomed flask equipped with a magnetic stirrer, addition funnel, thermocouple probe and nitrogen inlet/outlet was charged with 25.00 mL (185.5 mmol) of tert-butyl acetate, 20.00 g (84.30 mmol) of the compound prepared in step 2 and 20 mL of THF. After cooling to −20° C., a solution of 261.4 mL (261.4 mmol) of 10M lithium bis(trimethylsilyl)amide (LHMDS) in THF was added dropwise, while maintaining the temperature of the reaction mixture between −20° C. and 0° C. The resulti... Reactants: [Br-], C1CCOC1, CCOCC, N#N, COC(=O)c1cc2c([nH]1)CCC2=O, [Mg+]c1ccc2ccccc2c1. Yields the product COC(=O)c1cc2c([nH]1)CCC2Cc1ccc2ccccc2c1. Reaction SMILES: [Br-:14].[CH2:33]1[O:34][CH2:35][CH2:36][CH2:37]1.[CH3:26][CH2:27][O:28][CH2:29][CH3:30].[N:31]#[N:32].[O:1]=[C:2]1[CH2:3][CH2:4][c:5]2[nH:6][c:7]([C:10](=[O:11])[O:12][CH3:13])[cH:8][c:9]21.[cH:15]1[c:16]([Mg+:25])[cH:17][cH:18][c:19]2[cH:20][cH:21][cH:22][cH:23][c:24]12>>[CH:2]1([CH2:26][c:16]2[cH:15][c:24]3[c:19]([cH:18][cH:17]2)[cH:20][cH:21][cH:22][cH:23]3)[CH2:3][CH2:4][c:5]2[nH:6][c:7]([C:10](=[O:11])[O:12][CH3:13])[cH:8][c:9]21.